From a dataset of the Open Reaction Database (ORD), a public repository of structured organic reaction records. describe an organic reaction: reactants, conditions, products, and yield The reactants are CO, CS(=O)(=O)c1ccc([N+](=O)[O-])cc1. The product is CS(=O)(=O)c1ccc(N)cc1. As a reaction SMILES: [CH3:14][OH:15].[CH3:1][S:2](=[O:3])(=[O:4])[c:5]1[cH:6][cH:7][c:8]([N+:11]([O-:12])=[O:13])[cH:9][cH:10]1>>[CH3:1][S:2](=[O:3])(=[O:4])[c:5]1[cH:6][cH:7][c:8]([NH2:11])[cH:9][cH:10]1. Starting materials: CN(C)P(N(C)C)N(C)C, C[S-], COC(=O)c1cnc(Cl)cn1, [Na+], O. The product is COC(=O)c1cnc(SC)cn1. Reaction SMILES: [CH3:16][N:17]([CH3:18])[P:19]([N:20]([CH3:21])[CH3:22])[N:23]([CH3:24])[CH3:25].[CH3:1][S-:2].[Cl:4][c:5]1[n:6][cH:7][c:8]([C:11](=[O:12])[O:13][CH3:14])[n:9][cH:10]1.[Na+:3].[OH2:15]>>[CH3:1][S:2][c:5]1[n:6][cH:7][c:8]([C:11](=[O:12])[O:13][CH3:14])[n:9][cH:10]1. The reactants are CCCC[SnH](CCCC)CCCC, Cc1ccccc1, CCOC(=O)C(Cl)(c1cnc(C(C)(C)C)nc1)C(C)(C)C, CC(C)(C#N)N=NC(C)(C)C#N, O. The product is CCOC(=O)C(c1cnc(C(C)(C)C)nc1)C(C)(C)C. As a reaction SMILES: [CH2:1]([SnH:2]([CH2:3][CH2:4][CH2:5][CH3:6])[CH2:7][CH2:8][CH2:9][CH3:10])[CH2:11][CH2:12][CH3:13].[CH3:48][c:49]1[cH:50][cH:51][cH:52][cH:53][cH:54]1.[Cl:14][C:15]([C:16](=[O:17])[O:18][CH2:19][CH3:20])([C:21]([CH3:22])([CH3:23])[CH3:24])[c:25]1[cH:26][n:27][c:28]([C:31]([CH3:32])([CH3:33])[CH3:34])[n:29][cH:30]1.[N:35]([C:36]([CH3:37])([CH3:38])[C:39]#[N:40])=[N:41][C:42]([CH3:43])([CH3:44])[C:45]#[N:46].[OH2:47]>>[CH:15]([C:16](=[O:17])[O:18][CH2:19][CH3:20])([C:21]([CH3:22])([CH3:23])[CH3:24])[c:25]1[cH:26][n:27][c:28]([C:31]([CH3:32])([CH3:33])[CH3:34])[n:29][cH:30]1. Starting materials: CC(C)(C)[O-], O=S(=O)(c1ccccc1)c1cnc2c(I)cccc2c1, CC(C)(C)OC(=O)N1CCC2CNCC21, [Na+], C1COCCO1. The product is CC(C)(C)OC(=O)N1CCC2CN(c3cccc4cc(S(=O)(=O)c5ccccc5)cnc34)CC21. As a reaction SMILES: [CH3:1][C:2]([CH3:3])([O-:4])[CH3:5].[I:22][c:23]1[cH:24][cH:25][cH:26][c:27]2[cH:28][c:29]([S:33](=[O:34])(=[O:35])[c:36]3[cH:37][cH:38][cH:39][cH:40][cH:41]3)[cH:30][n:31][c:32]12.[N:7]1([C:15](=[O:16])[O:17][C:18]([CH3:19])([CH3:20])[CH3:21])[CH2:8][CH2:9][CH:10]2[CH:11]1[CH2:12][NH:13][CH2:14]2.[Na+:6].[O:42]1[CH2:43][CH2:44][O:45][CH2:46][CH2:47]1>>[N:7]1([C:15](=[O:16])[O:17][C:18]([CH3:19])([CH3:20])[CH3:21])[CH2:8][CH2:9][CH:10]2[CH:11]1[CH2:12][N:13]([c:23]1[cH:24][cH:25][cH:26][c:27]3[cH:28][c:29]([S:33](=[O:34])(=[O:35])[c:36]4[cH:37][cH:38][cH:39][cH:40][cH:41]4)[cH:30][n:31][c:32]13)[CH2:14]2. Reactants: CC(C)(C)OC(=O)N1CCC(C)(c2nc(COS(C)(=O)=O)cs2)CC1, O=C([O-])[O-], CS(=O)(=O)c1ccc(O)cc1, CC#N, [Cs+], [Cs+]. The product is CC(C)(C)OC(=O)N1CCC(C)(c2nc(COc3ccc(S(C)(=O)=O)cc3)cs2)CC1. RXN SMILES: [C:1]([CH3:2])([CH3:3])([CH3:4])[O:5][C:6](=[O:7])[N:8]1[CH2:9][CH2:10][C:11]([CH3:14])([c:15]2[s:16][cH:17][c:18]([CH2:20][O:21][S:22]([CH3:23])(=[O:24])=[O:25])[n:19]2)[CH2:12][CH2:13]1.[C:37](=[O:38])([O-:39])[O-:40].[CH3:26][S:27](=[O:28])(=[O:29])[c:30]1[cH:31][cH:32][c:33]([OH:36])[cH:34][cH:35]1.[CH3:43][C:44]#[N:45].[Cs+:41].[Cs+:42]>>[C:1]([CH3:2])([CH3:3])([CH3:4])[O:5][C:6](=[O:7])[N:8]1[CH2:9][CH2:10][C:11]([CH3:14])([c:15]2[s:16][cH:17][c:18]([CH2:20][O:21][c:33]3[cH:32][cH:31][c:30]([S:27]([CH3:26])(=[O:28])=[O:29])[cH:35][cH:34]3)[n:19]2)[CH2:12][CH2:13]1. Starting materials: C(C)(C)(C)OC(=O)N1CCC(CC1)C1=CC2=NC(=CC=C2O1)Cl (4-(5-chloro-furo[3,2-b]pyridin-2-yl)-piperidine-1-carboxylic acid tert-butyl ester), CS(=O)(=O)C1=CC=C(C=C1)B(O)O (4-(methanesulfonyl)phenyl boronic acid), C(=O)([O-])[O-].[Na+].[Na+] (Na2CO3). Solvent: O1CCOCC1 ([1,4]dioxane). Conditions: temperature 140 celsius, time 35 minute. Product: C(C)(C)(C)OC(=O)N1CCC(CC1)C1=CC2=NC(=CC=C2O1)C1=CC=C(C=C1)S(=O)(=O)C (4-[5-(4-Methanesulfonyl-phenyl)-furo[3,2-b]pyridin-2-yl]-piperidine-1-carboxylic acid tert-butyl ester). RXN SMILES: [C:1]([O:5][C:6]([N:8]1[CH2:13][CH2:12][CH:11]([C:14]2[O:22][C:21]3[C:16](=[N:17][C:18](Cl)=[CH:19][CH:20]=3)[CH:15]=2)[CH2:10][CH2:9]1)=[O:7])([CH3:4])([CH3:3])[CH3:2].[CH3:24][S:25]([C:28]1[CH:33]=[CH:32][C:31](B(O)O)=[CH:30][CH:29]=1)(=[O:27])=[O:26].C([O-])([O-])=O.[Na+].[Na+]>O1CCOCC1>[C:1]([O:5][C:6]([N:8]1[CH2:13][CH2:12][CH:11]([C:14]2[O:22][C:21]3[C:16](=[N:17][C:18]([C:31]4[CH:32]=[CH:33][C:28]([S:25]([CH3:24])(=[O:27])=[O:26])=[CH:29][CH:30]=4)=[CH:19][CH:20]=3)[CH:15]=2)[CH2:10][CH2:9]1)=[O:7])([CH3:4])([CH3:3])[CH3:2] |f:2.3.4|. Procedure: To a mixture of 4-(5-chloro-furo[3,2-b]pyridin-2-yl)-piperidine-1-carboxylic acid tert-butyl ester (50 mg) and 4-(methanesulfonyl)phenyl boronic acid (45 mg) in [1,4]dioxane (1.5 mL) in a microwave oven suited vessel charged with a stir bar a 2 M aqueous Na2CO3 solution (1904) is added. The mixture is sparged with argon for 10 min and Pd(PPh3)4 (21 mg) is added. The vessel is capped and the mixture is stirred under microwave irradiation at 140° C. for 35 min. After cooling the mixture to room te...